From a dataset of the Open Reaction Database (ORD), a public repository of structured organic reaction records. describe an organic reaction: reactants, conditions, products, and yield Reactants: CCCCNCCO, COc1ccc([N+](=O)[O-])c(Cl)n1, C1COCCO1, O. Product: CCCCN(CCO)c1nc(OC)ccc1[N+](=O)[O-]. As a reaction SMILES: [CH2:19]([CH2:20][CH2:21][CH3:22])[NH:23][CH2:24][CH2:25][OH:26].[Cl:1][c:2]1[n:3][c:4]([O:11][CH3:12])[cH:5][cH:6][c:7]1[N+:8](=[O:9])[O-:10].[O:13]1[CH2:14][CH2:15][O:16][CH2:17][CH2:18]1.[OH2:27]>>[c:2]1([N:23]([CH2:19][CH2:20][CH2:21][CH3:22])[CH2:24][CH2:25][OH:26])[n:3][c:4]([O:11][CH3:12])[cH:5][cH:6][c:7]1[N+:8](=[O:9])[O-:10]. Starting materials: crude product, CC1=C(C=NN1)C1=CC=2N=C(NC(C2S1)=O)C(CC1=CC=CC=C1)N1CCCC1 (6-(5-methyl-1H-pyrazol-4-yl)-2-(2-phenyl-1-pyrrolidin-1-ylethyl)thieno[3,2-d]pyrimidin-4(3H)-one), Cl.C(C)(=O)OCC (hydrochloric acid ethyl acetate). Solvent: CO (methanol). Conditions: time 30 minute. Product: Cl.CC1=C(C=NN1)C1=CC=2N=C(NC(C2S1)=O)\C=C\C1=CC=CC=C1 (6-(5-methyl-1H-pyrazol-4-yl)-2-[(E)-2-phenylethenyl]thieno[3,2-d]pyrimidin-4(3H)-one monohydrochloride). Reaction SMILES: [CH3:1][C:2]1[NH:6][N:5]=[CH:4][C:3]=1[C:7]1[S:15][C:14]2[C:13](=[O:16])[NH:12][C:11]([CH:17](N3CCCC3)[CH2:18][C:19]3[CH:24]=[CH:23][CH:22]=[CH:21][CH:20]=3)=[N:10][C:9]=2[CH:8]=1.[ClH:30].C(OCC)(=O)C>CO>[ClH:30].[CH3:1][C:2]1[NH:6][N:5]=[CH:4][C:3]=1[C:7]1[S:15][C:14]2[C:13](=[O:16])[NH:12][C:11](/[CH:17]=[CH:18]/[C:19]3[CH:24]=[CH:23][CH:22]=[CH:21][CH:20]=3)=[N:10][C:9]=2[CH:8]=1 |f:1.2,4.5|. Reported procedure: To a solution of a crude product (5.0 mg) of tert-butyl 3-methyl-4-{4-oxo-2-[(E)-2-phenylethenyl]-3,4-dihydrothieno[3,2-d]pyrimidin-6-yl}-1H-pyrazole-1-carboxylate produced in Example 94, step B, in methanol (1.0 mL) was added 4M hydrochloric acid/ethyl acetate solution (0.50 mL). The reaction system was stirred at room temperature for 30 min, and the mixture was concentrated under reduced pressure. The residue was crystallized from methanol/ethyl acetate to give the title compound (1.7 mg) as a...